Dataset: the Open Reaction Database (ORD), a public repository of structured organic reaction records. Task: describe an organic reaction: reactants, conditions, products, and yield Procedure details: A mixture of 2,2',4'-trifluoro-4-biphenylylacetamide (100 mg.), aqueous caustic soda (18N; 1 ml.) and water (5 ml.) was stirred under reflux overnight. The mixture was acidified and extracted with ether. The ether was evaporated and the product recrystallised from 80-100 petroleum ether to give 2,2',4'-trifluoro-4-biphenylylacetic acid, m.p. 144°-147° C. The product is FC1=C(C=CC(=C1)CC(=O)O)C1=C(C=C(C=C1)F)F (2,2',4'-trifluoro-4-biphenylylacetic acid). Starting materials: FC1=C(C=CC(=C1)CC(=O)N)C1=C(C=C(C=C1)F)F (2,2',4'-trifluoro-4-biphenylylacetamide), [OH-].[Na+] (caustic soda). Solvent: O (water). As a reaction SMILES: [F:1][C:2]1[CH:7]=[C:6]([CH2:8][C:9](N)=[O:10])[CH:5]=[CH:4][C:3]=1[C:12]1[CH:17]=[CH:16][C:15]([F:18])=[CH:14][C:13]=1[F:19].[OH-:20].[Na+]>O>[F:1][C:2]1[CH:7]=[C:6]([CH2:8][C:9]([OH:20])=[O:10])[CH:5]=[CH:4][C:3]=1[C:12]1[CH:17]=[CH:16][C:15]([F:18])=[CH:14][C:13]=1[F:19] |f:1.2|. The reactants are CCOc1cc(Cl)c(S(=O)(=O)NC(C)(C)C)cc1C1=NC(C)(c2ccc(Cl)cc2)C(C)(c2ccc(Cl)cc2)N1C(=O)Cl, O=C(CN1CCNCC1)N1CCCC1. The product is CCOc1cc(Cl)c(S(=O)(=O)NC(C)(C)C)cc1C1=NC(C)(c2ccc(Cl)cc2)C(C)(c2ccc(Cl)cc2)N1C(=O)N1CCN(CC(=O)N2CCCC2)CC1. Reaction SMILES: [C:1]([CH3:2])([CH3:3])([CH3:4])[NH:5][S:6](=[O:7])(=[O:8])[c:9]1[c:10]([Cl:42])[cH:11][c:12]([O:39][CH2:40][CH3:41])[c:13]([C:15]2=[N:19][C:18]([CH3:20])([c:21]3[cH:22][cH:23][c:24]([Cl:27])[cH:25][cH:26]3)[C:17]([CH3:28])([c:29]3[cH:30][cH:31][c:32]([Cl:35])[cH:33][cH:34]3)[N:16]2[C:36](=[O:37])[Cl:38])[cH:14]1.[N:43]1([CH2:49][C:50](=[O:51])[N:52]2[CH2:53][CH2:54][CH2:55][CH2:56]2)[CH2:44][CH2:45][NH:46][CH2:47][CH2:48]1>>[C:1]([CH3:2])([CH3:3])([CH3:4])[NH:5][S:6](=[O:7])(=[O:8])[c:9]1[c:10]([Cl:42])[cH:11][c:12]([O:39][CH2:40][CH3:41])[c:13]([C:15]2=[N:19][C:18]([CH3:20])([c:21]3[cH:22][cH:23][c:24]([Cl:27])[cH:25][cH:26]3)[C:17]([CH3:28])([c:29]3[cH:30][cH:31][c:32]([Cl:35])[cH:33][cH:34]3)[N:16]2[C:36](=[O:37])[N:46]2[CH2:45][CH2:44][N:43]([CH2:49][C:50](=[O:51])[N:52]3[CH2:53][CH2:54][CH2:55][CH2:56]3)[CH2:48][CH2:47]2)[cH:14]1. Starting materials: C(CCC)P(CCCC)CCCC (tri-n-butylphosphine), C(C#C)(=O)OC (methyl propiolate), 2d, C(C#C)(=O)OC (methyl propiolate), C(CCC)P(CCCC)CCCC (tri-n-butylphosphine), C(C)(C)(C)OC(N(C)[C@@H]1CC[C@H](CC1)O)=O (trans-(4-hydroxy-cyclohexyl)-methyl-carbamic acid tert-butyl ester). The solvent is C1CCOC1 (THF). Conditions: time 1 hour. Product: COC(C=CO[C@@H]1CC[C@H](CC1)N(C)C(=O)OC(C)(C)C)=O (trans-3-[4-(tert-butoxycarbonyl-methyl-amino)-cyclohexyloxy]-acrylic acid methyl ester). Yield: 72.4%. As a reaction SMILES: [C:1]([O:5][C:6](=[O:16])[N:7]([C@H:9]1[CH2:14][CH2:13][C@H:12]([OH:15])[CH2:11][CH2:10]1)[CH3:8])([CH3:4])([CH3:3])[CH3:2].C(P(CCCC)CCCC)CCC.[C:30]([O:34][CH3:35])(=[O:33])[C:31]#[CH:32]>C1COCC1>[CH3:35][O:34][C:30](=[O:33])[CH:31]=[CH:32][O:15][C@H:12]1[CH2:11][CH2:10][C@H:9]([N:7]([C:6]([O:5][C:1]([CH3:4])([CH3:2])[CH3:3])=[O:16])[CH3:8])[CH2:14][CH2:13]1. Reported procedure: 27 g (117.7 mmol) of trans-(4-hydroxy-cyclohexyl)-methyl-carbamic acid tert-butyl ester were dissolved in 500 mL of THF and were treated with 6.8 mL of tri-n-butylphosphine and 10.5 mL (117.7 mmol) of methyl propiolate at 0° C. for 2d. Additional 2.1 mL (23 mmol, 0.2 eq) of methyl propiolate and 3.4 mL (11.8 mmol, 0.1 eq) of tri-n-butylphosphine were added. After stirring for 1 h at RT, the solution was evaporated and the crude product was purified by flash chromatography with n-heptane:EtOAc 3:... Starting materials: C1=CC=C2C(=C1)C(=O)C(C2=O)(O)O (ninhydrin), C=1C=CC2=C(C1)N=NN2O (HOBt), C1CCC(CC1)N=C=NC2CCCCC2 (DCC), C[Si](CCC(=O)O)(C1=CC=C(C=C1)CO)C (3-[dimethyl-4-(hydroxymethyl)phenylsilyl]propionic acid). Run in CN(C)C=O (DMF). Run at time 16 hour. Yields the product C[Si](CCC(=O)NC(C1=CC=CC=C1)C1=CC=CC=C1)(C1=CC=C(C=C1)CO)C (3-[Dimethyl-4-(hydroxymethyl)phenylsilyl]propionyl benzhydrylamine). Reaction SMILES: [CH3:1][Si:2]([CH3:16])([C:8]1[CH:13]=[CH:12][C:11]([CH2:14][OH:15])=[CH:10][CH:9]=1)[CH2:3][CH2:4][C:5]([OH:7])=O.[CH:17]1[CH:18]=[CH:19][C:20]2N(O)N=N[C:21]=2[CH:22]=1.C1CCC([N:33]=C=NC2CCCCC2)CC1.[CH:42]1[CH:47]=[C:46]2C(C(O)(O)[C:51](=O)[C:45]2=[CH:44][CH:43]=1)=O>CN(C=O)C>[CH3:16][Si:2]([CH3:1])([C:8]1[CH:13]=[CH:12][C:11]([CH2:14][OH:15])=[CH:10][CH:9]=1)[CH2:3][CH2:4][C:5]([NH:33][CH:51]([C:45]1[CH:46]=[CH:47][CH:42]=[CH:43][CH:44]=1)[C:21]1[CH:20]=[CH:19][CH:18]=[CH:17][CH:22]=1)=[O:7]. Procedure details: To BHA resin (obtained from 7.0 g BHA resin hydrochloride after neutralization with 10% Et3N in CH2Cl2 and washing with CH2Cl2, 7.77 mmMol) was added a solution of the above 3-[dimethyl-4-(hydroxymethyl)phenylsilyl]propionic acid (2.36 g, 9.9 mmol) in DMF (30 mL). To this were added HOBt (2.7 g, 20 mmol) and DCC (2.1 g, 9.9 mmol). The reaction was shaken for 16 h, washed with DMF (2×30 mL), (1:1) CHCl3 :MeOH (2×30 mL), CH2Cl2 (2×30 mL), hexane (30 mL) and dried under vacuum for 24 h to give resi... The reactants are CN(CCN1C2=CC=CC=C2C=2C=CC=CC12)C (9-(β-dimethylaminoethyl)-carbazole), CN(CCN1C2=CC=CC=C2C=2C=C(C=CC12)[N+](=O)[O-])C (9-(β-dimethylaminoethyl)-3-nitrocarbazole), [N+](=O)(O)[O-] (nitric acid), ice water. Solvent: C(C)(=O)O (acetic acid), C(C)(=O)O (acetic acid). Yields the product CN(CCN1C2=CC=CC=C2C=2C=C(C=CC12)N)C (9-(β-Dimethylaminoethyl)-3-aminocarbazole). RXN SMILES: CN(C)CCN1C2C=CC=CC=2C2C1=CC=CC=2.[N+]([O-])(O)=O.[CH3:23][N:24]([CH3:43])[CH2:25][CH2:26][N:27]1[C:39]2[CH:38]=[CH:37][C:36]([N+:40]([O-])=O)=[CH:35][C:34]=2[C:33]2[C:28]1=[CH:29][CH:30]=[CH:31][CH:32]=2>C(O)(=O)C>[CH3:23][N:24]([CH3:43])[CH2:25][CH2:26][N:27]1[C:39]2[CH:38]=[CH:37][C:36]([NH2:40])=[CH:35][C:34]=2[C:33]2[C:28]1=[CH:29][CH:30]=[CH:31][CH:32]=2. Procedure details: 23.7 g. (0.1 mol) 9-(β-dimethylaminoethyl)-carbazole (prepared in the manner described by O. Eisleb, Ber. dtsch. chem. Ges., 74, 1433/1941) in 100 ml. glacial acetic acid were placed in a 500 ml. three-necked flask equipped with a stirrer, thermometer and dropping funnel and placed in an ice-bath. A solution of 8.28 ml. (0.2 mol) anhydrous nitric acid in 50 ml. glacial acetic acid was added dropwise thereto at 15° - 20°C. The reaction mixture was further stirred for an hour at 20° - 25°C. and th... The reactants are ClC1=CC=C(C=C1)C=1C2=C(N\C(\C(N1)(C)C)=N/NC(C)=O)SC(=C2C)C ((Z)—N′-(5-(4-chlorophenyl)-3,3,6,7-tetramethyl-1H-thieno[2,3-e][1,4]diazepin-2(3H)-ylidene)acetohydrazide), CC1=CC=C(C=C1)S(=O)(=O)O (Tosic acid). Run in O1CCCC1 (tetrahydrofuran). Conditions: time 30 minute. Yields the product ClC1=CC=C(C=C1)C1=NC(C=2N(C3=C1C(=C(S3)C)C)C(=NN2)C)(C)C (4-(4-chlorophenyl)-2,3,6,6,9-pentamethyl-6H-thieno[3,2-f][1,2,4]triazolo[4,3-a][1,4]diazepine). RXN SMILES: [Cl:1][C:2]1[CH:7]=[CH:6][C:5]([C:8]2[C:9]3[C:24]([CH3:25])=[C:23]([CH3:26])[S:22][C:10]=3[NH:11]/[C:12](=[N:17]\[NH:18][C:19](=O)[CH3:20])/[C:13]([CH3:16])([CH3:15])[N:14]=2)=[CH:4][CH:3]=1.CC1C=CC(S(O)(=O)=O)=CC=1>O1CCCC1>[Cl:1][C:2]1[CH:7]=[CH:6][C:5]([C:8]2[C:9]3[C:24]([CH3:25])=[C:23]([CH3:26])[S:22][C:10]=3[N:11]3[C:19]([CH3:20])=[N:18][N:17]=[C:12]3[C:13]([CH3:16])([CH3:15])[N:14]=2)=[CH:4][CH:3]=1. Reported procedure: A disposable tube fitted with a septum was charged with (Z)—N′-(5-(4-chlorophenyl)-3,3,6,7-tetramethyl-1H-thieno[2,3-e][1,4]diazepin-2(3H)-ylidene)acetohydrazide (112 mg, 0.288 mmol) and tetrahydrofuran (10 mL). Tosic acid (75 mg, 0.394 mmol, 1.4 equiv) was added, and the solution as stirred at room temperature 30 min, at which point LC/MS analysis indicated complete consumption of the starting material. The solution was concentrated for purification by column chromatography (eluting with dichlo... Reactants: C(=O)N1CCNCC1 (formylpiperazine), C(C)OCCBr (2-bromoethyl ethyl ether), COCCN1CCNCC1 (1-(2-methoxyethyl)piperazine). Product: C(C)OCCN1CCNCC1 (1-(2-ethoxyethyl)piperazine). As a reaction SMILES: [CH:1]([N:3]1[CH2:8][CH2:7][NH:6][CH2:5][CH2:4]1)=O.[CH2:9]([O:11][CH2:12]CBr)[CH3:10].COCCN1CCNCC1>>[CH2:9]([O:11][CH2:12][CH2:1][N:3]1[CH2:8][CH2:7][NH:6][CH2:5][CH2:4]1)[CH3:10]. Reported procedure: The title compound was prepared from formylpiperazine and 2-bromoethyl ethyl ether in the same manner as in Preparation Example 1(5) to (7). 1H NMR(CDCl3, δ ppm): 1.19(3H, t), 2.46-2.49(2H, m), 2.55-2.61(4H, m), 2.88-2.92(4H, m), 3.45-3.59(4H, m)